This data is from the Open Reaction Database (ORD), a public repository of structured organic reaction records. The task is: describe an organic reaction: reactants, conditions, products, and yield Reactants: C(=O)(C(F)(F)F)O (TFA), CC1(C(NC2=C(OC1)C=C(C=N2)/C=C/C(=O)OC(C)(C)C)=O)C ((E)-tert-butyl 3-(3,3-dimethyl-4-oxo-2,3,4,5-tetrahydropyrido[3,2-b][1,4]oxazepin-8-yl)acrylate). The solvent is C(Cl)Cl (CH2Cl2). Reaction conditions: time 30 minute. Product: CC1(C(NC2=C(OC1)C=C(C=N2)/C=C/C(=O)O)=O)C ((E)-3-(3,3-dimethyl-4-oxo-2,3,4,5-tetrahydropyrido[3,2-b][1,4]oxazepin-8-yl)acrylic acid). The yield is 67.4%. Reaction SMILES: C(O)(C(F)(F)F)=O.[CH3:8][C:9]1([CH3:30])[CH2:15][O:14][C:13]2[CH:16]=[C:17](/[CH:20]=[CH:21]/[C:22]([O:24]C(C)(C)C)=[O:23])[CH:18]=[N:19][C:12]=2[NH:11][C:10]1=[O:29]>C(Cl)Cl>[CH3:8][C:9]1([CH3:30])[CH2:15][O:14][C:13]2[CH:16]=[C:17](/[CH:20]=[CH:21]/[C:22]([OH:24])=[O:23])[CH:18]=[N:19][C:12]=2[NH:11][C:10]1=[O:29]. Procedure details: TFA (3 mL) was added to a cooled solution of (E)-tert-butyl 3-(3,3-dimethyl-4-oxo-2,3,4,5-tetrahydropyrido[3,2-b][1,4]oxazepin-8-yl)acrylate (1 g, 3 mmol) in CH2Cl2 (5 mL) and stirred for 30 min at rt. The mixture was evaporated and HCl/dioxane (4M, 5 mL) was added. The precipitate that formed was washed with ether and dried to afford the title compound (530 mg, 66%). 1H NMR (300 MHz, DMSO-d6) δ 8.45 (s, 1H), 8.28 (s, 1H), 7.82 (d, J=15.5 Hz, 1H), 6.84 (d, J=20 Hz, 1H), 4.05 (s, 2H), 1.47 (s, 6H... Starting materials: NaBH3(CN), O (water), C(C)(C)(C)OC(=O)N(CC(C)=O)CC(=O)O ([tert-Butoxycarbonyl-(2-oxo-propyl)-amino]-acetic acid), NC1=CC=CC=C1 (aniline). Reagents/catalysts: CC(C)O[Ti](OC(C)C)(OC(C)C)OC(C)C (Ti(OiPr)4). Solvent: CCO (EtOH). Run at time 30 minute. The product is C(C)(C)(C)OC(=O)N(CC(C)NC1=CC=CC=C1)CC(=O)O ([tert-Butoxycarbonyl-(2-phenylamino-propyl)-amino]-acetic acid). RXN SMILES: [C:1]([O:5][C:6]([N:8]([CH2:13][C:14]([OH:16])=[O:15])[CH2:9][C:10](=O)[CH3:11])=[O:7])([CH3:4])([CH3:3])[CH3:2].[NH2:17][C:18]1[CH:23]=[CH:22][CH:21]=[CH:20][CH:19]=1.O>CCO.CC(O[Ti](OC(C)C)(OC(C)C)OC(C)C)C>[C:1]([O:5][C:6]([N:8]([CH2:13][C:14]([OH:16])=[O:15])[CH2:9][CH:10]([NH:17][C:18]1[CH:23]=[CH:22][CH:21]=[CH:20][CH:19]=1)[CH3:11])=[O:7])([CH3:4])([CH3:3])[CH3:2]. Procedure details: A mixture of [tert-Butoxycarbonyl-(2-oxo-propyl)-amino]-acetic acid (1 eq), aniline (1.2 eq) and Ti(OiPr)4(1.25 eq) was stirred at RT for 30 min under N2 flow. The mixture was diluted with dry EtOH (0.8 M) and NaBH3(CN) (0.67 eq) was added. The reaction mixture was stirred for 24 h, after which water was added and the resulting white, inorganic precipitate was filtered, and washed with EtOH. The filtrate was concentrated under reduced pressure and the resulting crude was diluted with EtOAc. The ... Starting materials: C([O-])([O-])=O.[K+].[K+] (potassium carbonate), BrC1=CC=C(C=CC(=O)O)C=C1 (4-bromocinnamic acid), CI (Methyl iodide). The solvent is CN(C=O)C (N,N-dimethylformamide). Run at time 30 minute. Product: BrC1=CC=C(C=CC(=O)OC)C=C1 (Methyl 4-bromocinnamate). Isolated yield 94283.6%. As a reaction SMILES: [C:1](=O)([O-])[O-].[K+].[K+].[Br:7][C:8]1[CH:18]=[CH:17][C:11]([CH:12]=[CH:13][C:14]([OH:16])=[O:15])=[CH:10][CH:9]=1.CI>CN(C)C=O>[Br:7][C:8]1[CH:9]=[CH:10][C:11]([CH:12]=[CH:13][C:14]([O:16][CH3:1])=[O:15])=[CH:17][CH:18]=1 |f:0.1.2|. Procedure details: Anhydrous potassium carbonate (20.7 g, 0.15 mmole) was added to a solution of 4-bromocinnamic acid (22.7 g, 0.1 mmole) in dry N,N-dimethylformamide (150 ml) and the mixture was stirred for 30 minutes. Methyl iodide (21.3 g, 9.4 ml, 0.15 mmole) was then added and the total mixture stirred for a further 24 hours at room temperature before the solvent was evaporated in vacuo. Water was added to the residue and the product extracted into ether. The ethereal extracts were washed with saturated aqueou... The reagents and catalysts are [O-2].[O-2].[Mn+4] (Manganese dioxide). Conditions: time 10 minute. Procedure: 30 g. of Manganese dioxide was added to a solution of 3.1 g. (0.01 mole) of 1,3-dihydro-7-hydroxyamino-1-methoxymethyl-5-phenyl-2H-1,4-benzodiazepin-2-one in 200 ml. of methylene chloride. After stirring for 10 minutes at room temperature the inorganic material was filtered off and the filtrate was evaporated to leave an oil with a greenish tint. Since crystallization attempts were unsuccessful the material was purified by chromatography over 50 g. of silica gel using 5% ethylacetate in methylen... Reaction SMILES: [OH:1][NH:2][C:3]1[CH:4]=[CH:5][C:6]2[N:12]([CH2:13][O:14][CH3:15])[C:11](=[O:16])[CH2:10][N:9]=[C:8]([C:17]3[CH:22]=[CH:21][CH:20]=[CH:19][CH:18]=3)[C:7]=2[CH:23]=1>[O-2].[O-2].[Mn+4].C(Cl)Cl>[CH3:15][O:14][CH2:13][N:12]1[C:6]2[CH:5]=[CH:4][C:3]([N:2]=[O:1])=[CH:23][C:7]=2[C:8]([C:17]2[CH:18]=[CH:19][CH:20]=[CH:21][CH:22]=2)=[N:9][CH2:10][C:11]1=[O:16] |f:1.2.3|. Reactants: ONC=1C=CC2=C(C(=NCC(N2COC)=O)C2=CC=CC=C2)C1 (1,3-dihydro-7-hydroxyamino-1-methoxymethyl-5-phenyl-2H-1,4-benzodiazepin-2-one). The product is COCN1C(CN=C(C2=C1C=CC(=C2)N=O)C2=CC=CC=C2)=O (1,3-dihydro-1-methoxymethyl-7-nitroso-5-phenyl-2H-1,4-benzodiazepin-2-one). Solvent: C(Cl)Cl (methylene chloride). Starting materials: Cc1c(C(=O)NCc2ccccc2)c[nH]c1C=O, C1CCNCC1, CCO, O=C1Cc2c(cccc2C2CCNCC2)N1. Yields the product Cc1c(C(=O)NCc2ccccc2)c[nH]c1C=C1C(=O)Nc2cccc(C3CCNCC3)c21. RXN SMILES: [CH2:17]([c:18]1[cH:19][cH:20][cH:21][cH:22][cH:23]1)[NH:24][C:25](=[O:26])[c:27]1[cH:28][nH:29][c:30]([CH:33]=[O:34])[c:31]1[CH3:32].[CH2:35]1[CH2:36][CH2:37][NH:38][CH2:39][CH2:40]1.[CH3:41][CH2:42][OH:43].[NH:1]1[CH2:2][CH2:3][CH:4]([c:7]2[c:8]3[c:12]([cH:13][cH:14][cH:15]2)[NH:11][C:10](=[O:16])[CH2:9]3)[CH2:5][CH2:6]1>>[NH:1]1[CH2:2][CH2:3][CH:4]([c:7]2[c:8]3[c:12]([cH:13][cH:14][cH:15]2)[NH:11][C:10](=[O:16])[C:9]3=[CH:33][c:30]2[nH:29][cH:28][c:27]([C:25]([NH:24][CH2:17][c:18]3[cH:19][cH:20][cH:21][cH:22][cH:23]3)=[O:26])[c:31]2[CH3:32])[CH2:5][CH2:6]1. The reactants are N1=CC=C(C=C1)C(=O)NNC(=O)NC (1-(4-pyridoyl)-4-methylsemicarbazide), ClC1=CC=C(C(=O)NNC(=O)NCC)C=C1 (1-(4-chlorobenzoyl)-4-ethylsemicarbazide). Product: CN1C(NN=C1C1=CC=NC=C1)=O (2,4-Dihydro-4-methyl-5-(4-pyridinyl)-3H-1,2,4-triazol-3-one). RXN SMILES: [N:1]1[CH:6]=[CH:5][C:4]([C:7]([NH:9][NH:10][C:11]([NH:13][CH3:14])=[O:12])=O)=[CH:3][CH:2]=1.ClC1C=CC(C(NNC(NCC)=O)=O)=CC=1>>[CH3:14][N:13]1[C:7]([C:4]2[CH:5]=[CH:6][N:1]=[CH:2][CH:3]=2)=[N:9][NH:10][C:11]1=[O:12]. Procedure details: When, in the procedure of Example 4, 1-(4-pyridoyl)-4-methylsemicarbazide is substituted for 1-(4-chlorobenzoyl)-4-ethylsemicarbazide, the title compound is obtained. Mp 249°-251° C.